From a dataset of the Open Reaction Database (ORD), a public repository of structured organic reaction records. describe an organic reaction: reactants, conditions, products, and yield The reactants are Cc1n[nH]c(C)c1N, Cl, [NH4+], O, N#C[S-]. Yields the product Cc1n[nH]c(C)c1NC(N)=S. RXN SMILES: [CH3:2][c:3]1[n:4][nH:5][c:6]([CH3:9])[c:7]1[NH2:8].[ClH:1].[NH4+:13].[OH2:14].[S-:10][C:11]#[N:12]>>[CH3:2][c:3]1[n:4][nH:5][c:6]([CH3:9])[c:7]1[NH:8][C:11](=[S:10])[NH2:12]. The reactants are FC1=C(C(=O)O)C=CC(=C1)O (2-fluoro-4-hydroxybenzoic acid), N1[C@@H](CCC1)CN1CCCC1 ((S)(+)-1-(2-pyrrolidinylmethyl)pyrrolidine). The product is FC1=C(C=CC(=C1)O)C(=O)N1[C@@H](CCC1)CN1CCCC1 ((2-Fluoro-4-hydroxy-phenyl)-(2-(S)-pyrrolidin-1-ylmethyl-pyrrolidin-1-yl)-methanone). Reaction SMILES: [F:1][C:2]1[CH:10]=[C:9]([OH:11])[CH:8]=[CH:7][C:3]=1[C:4]([OH:6])=O.[NH:12]1[CH2:16][CH2:15][CH2:14][C@H:13]1[CH2:17][N:18]1[CH2:22][CH2:21][CH2:20][CH2:19]1>>[F:1][C:2]1[CH:10]=[C:9]([OH:11])[CH:8]=[CH:7][C:3]=1[C:4]([N:12]1[CH2:16][CH2:15][CH2:14][C@H:13]1[CH2:17][N:18]1[CH2:22][CH2:21][CH2:20][CH2:19]1)=[O:6]. Reported procedure: The title compound is prepared in a manner substantially analogous to Procedure A from 2-fluoro-4-hydroxybenzoic acid [CAS 65145-13-3] and (S)(+)-1-(2-pyrrolidinylmethyl)pyrrolidine. MS (ES+) m/e 293.1